This data is from the Open Reaction Database (ORD), a public repository of structured organic reaction records. The task is: describe an organic reaction: reactants, conditions, products, and yield The reactants are [Si]=O (silicon oxide), C1(=CC=CC=C1O)C (o-cresol), C1(=CC=CC=C1)O (phenol), COC (dimethyl ether), [O-2].[Ba+2] (barium oxide). Reagents/catalysts: [O-2].[V+5].[O-2].[O-2].[O-2].[O-2].[V+5] (vanadium oxide), [O-2].[Fe+2] (iron oxide). The solvent is O (water). Yields the product C=1(C(=CC=CC1C)C)O (2.6-xylenol). As a reaction SMILES: [C:1]1([CH3:8])[C:6]([OH:7])=[CH:5][CH:4]=[CH:3][CH:2]=1.[C:9]1(O)C=CC=CC=1.COC.[Si]=O.[O-2].[Ba+2]>[O-2].[Fe+2].[O-2].[V+5].[O-2].[O-2].[O-2].[O-2].[V+5].O>[C:6]1([OH:7])[C:5]([CH3:9])=[CH:4][CH:3]=[CH:2][C:1]=1[CH3:8] |f:4.5,6.7,8.9.10.11.12.13.14,^3:18|. Procedure: A mixture of o-cresol and phenol, dimethyl ether and water in a molar ratio of 1:2:2.6 were reacted as described in Example 1. The catalyst contained iron oxide, vanadium oxide, silicon oxide and barium oxide in a molar ratio of 100:2:10:0.1. After working up, 2.6-xylenol was obtained with a selectivity of 99%.